This data is from the Open Reaction Database (ORD), a public repository of structured organic reaction records. The task is: describe an organic reaction: reactants, conditions, products, and yield Starting materials: O1CCOCC1 (1,4-dioxane), O (water), crude product, C(C(C)(C)C)(=O)O[C@H]1CNCC=C1C1=CC=C(C=C1)F ((R)-4-(4-fluorophenyl)-1,2,3,6-tetrahydropyridin-3-yl pivalate), O.[OH-].[Li+] (lithium hydroxide monohydrate), O (water), resultant mixture, resultant mixture. Solvent: C(C)(=O)OCC (ethyl acetate). The product is FC1=CC=C(C=C1)C=1[C@H](CNCC1)O ((R)-4-(4-Fluorophenyl)-1,2,3,6-tetrahydropyridin-3-ol). Yield: 74.0%. Reaction SMILES: O1CCOCC1.O.C([O:14][C@@H:15]1[C:20]([C:21]2[CH:26]=[CH:25][C:24]([F:27])=[CH:23][CH:22]=2)=[CH:19][CH2:18][NH:17][CH2:16]1)(=O)C(C)(C)C.O.[OH-].[Li+]>C(OCC)(=O)C>[F:27][C:24]1[CH:25]=[CH:26][C:21]([C:20]2[C@@H:15]([OH:14])[CH2:16][NH:17][CH2:18][CH:19]=2)=[CH:22][CH:23]=1 |f:3.4.5|. Reported procedure: To a 1,4-dioxane (4.5 mL)-water (2.5 mL) solution of the crude product of (R)-4-(4-fluorophenyl)-1,2,3,6-tetrahydropyridin-3-yl pivalate synthesized in Reference Synthesis Example 132, lithium hydroxide monohydrate (229 mg, 5.45 mmol) was added and the resultant mixture was stirred at 115° C. for 3 hours. After completion of the reaction, water was added to the reaction solution and extraction from the resultant mixture with ethyl acetate was performed. The organic layer was concentrated under r... Starting materials: CS(=O)(=O)OCCN(C1=C(C=C(C(=C1)C(=O)N)[N+](=O)[O-])[N+](=O)[O-])CCCl (2-[5-(aminocarbonyl)(2-chloroethyl)-2,4-dinitroanilino]ethyl methanesulfonate), [Li+].[Br-] (LiBr). Solvent: CC#N (MeCN). The product is BrCCN(C=1C(=CC(=C(C(=O)N)C1)[N+](=O)[O-])[N+](=O)[O-])CCCl (5-[(2-Bromoethyl)(2-chloroethyl)amino]-2,4-dinitrobenzamide). RXN SMILES: CS(O[CH2:6][CH2:7][N:8]([CH2:24][CH2:25][Cl:26])[C:9]1[CH:14]=[C:13]([C:15]([NH2:17])=[O:16])[C:12]([N+:18]([O-:20])=[O:19])=[CH:11][C:10]=1[N+:21]([O-:23])=[O:22])(=O)=O.[Li+].[Br-:28]>CC#N>[Br:28][CH2:6][CH2:7][N:8]([CH2:24][CH2:25][Cl:26])[C:9]1[C:10]([N+:21]([O-:23])=[O:22])=[CH:11][C:12]([N+:18]([O-:20])=[O:19])=[C:13]([CH:14]=1)[C:15]([NH2:17])=[O:16] |f:1.2|. Procedure: A mixture of 2-[5-(aminocarbonyl)(2-chloroethyl)-2,4-dinitroanilino]ethyl methanesulfonate (5) [Friedlos et al., J. Med. Chem. 1997, 40, 1270] (0.91 g, 2.2 mmol) and LiBr (0.21 g, 2.4 mmol) in anhydrous MeCN (25 mL) was stirred under reflux for 1.5 h, then concentrated under reduced pressure. The residue was chromatographed on silica gel, eluting with CH2Cl2/EtOAc (3:2) to give a crude product contaminated with the corresponding dibromo mustard. Purification by multiple recrystallisations from E...